From a dataset of the Open Reaction Database (ORD), a public repository of structured organic reaction records. describe an organic reaction: reactants, conditions, products, and yield The reactants are CN(C(=O)Cl)c1ccccc1, CN(C)C=O, C1CN2CCN1CC2, O, Oc1ccc(Cc2ccccn2)nn1. The product is CN(C(=O)Oc1ccc(Cc2ccccn2)nn1)c1ccccc1. As a reaction SMILES: [CH3:15][N:16]([C:17](=[O:18])[Cl:19])[c:20]1[cH:21][cH:22][cH:23][cH:24][cH:25]1.[CH3:34][N:35]([CH3:36])[CH:37]=[O:38].[N:26]12[CH2:27][CH2:28][N:29]([CH2:30][CH2:31]1)[CH2:32][CH2:33]2.[OH2:39].[n:1]1[c:2]([CH2:7][c:8]2[cH:9][cH:10][c:11]([OH:14])[n:12][n:13]2)[cH:3][cH:4][cH:5][cH:6]1>>[n:1]1[c:2]([CH2:7][c:8]2[cH:9][cH:10][c:11]([O:14][C:17]([N:16]([CH3:15])[c:20]3[cH:21][cH:22][cH:23][cH:24][cH:25]3)=[O:18])[n:12][n:13]2)[cH:3][cH:4][cH:5][cH:6]1.